This data is from the Open Reaction Database (ORD), a public repository of structured organic reaction records. The task is: describe an organic reaction: reactants, conditions, products, and yield The reactants are [BH4-].[Na+] (sodium borohydride), C(C)(=O)NCCCC(=O)C1=C(CCC(=O)OC)C=C(C=C1)Cl (methyl 2-(4-acetamidobutyryl)-5-chloro-hydrocinnamate). Run in CO (methanol). Run at time 1 hour. Product: C(C)(=O)NCCCC(O)C1=C(CCC(=O)OC)C=C(C=C1)Cl (methyl 2-(4-acetamido-1-hydroxybutyl)-5-chlorohydrocinnamate). Reaction SMILES: [BH4-].[Na+].[C:3]([NH:6][CH2:7][CH2:8][CH2:9][C:10]([C:12]1[CH:23]=[CH:22][C:21]([Cl:24])=[CH:20][C:13]=1[CH2:14][CH2:15][C:16]([O:18][CH3:19])=[O:17])=[O:11])(=[O:5])[CH3:4]>CO>[C:3]([NH:6][CH2:7][CH2:8][CH2:9][CH:10]([C:12]1[CH:23]=[CH:22][C:21]([Cl:24])=[CH:20][C:13]=1[CH2:14][CH2:15][C:16]([O:18][CH3:19])=[O:17])[OH:11])(=[O:5])[CH3:4] |f:0.1|. Procedure: 0.38 g (0.01 mol) of sodium borohydride is added to a solution of 3.25 g (0.01 mol) of methyl 2-(4-acetamidobutyryl)-5-chloro-hydrocinnamate in 35 ml of methanol and the mixture is stirred at room temperature for 1 hour. The solution is concentrated, extracted with methylene chloride/water, dried with magnesium sulfate and the solvent is distilled in a vacuum. Chromatography on silica gel with chloroform-methanol (20:1) gives methyl 2-(4-acetamido-1-hydroxybutyl)-5-chlorohydrocinnamate as a yell... Reactants: C(#N)C1=C(C=C(C(C1)(OC)OC)OCCCCl)N=CN(C)C (N′-(2-cyano-4-methoxy-5-(3-chloropropoxy)4-methoxyphenyl)-N,N-dimethylimidoformamide), N1CCCCC1 (piperidine), C(=O)([O-])[O-].[K+].[K+] (K2CO3). Solvent: C(C)#N (acetonitrile). The product is C(#N)C1=C(C=C(C(C1)(OC)OC)OCCCN1CCCCC1)N=CN(C)C (N′-(2-cyano-4-methoxy-5-(3-piperidinylpropoxy)-4-methoxyphenyl)-N,N-dimethylimidoformamide). Isolated yield 92.4%. As a reaction SMILES: [C:1]([C:3]1[CH2:8][C:7]([O:11][CH3:12])([O:9][CH3:10])[C:6]([O:13][CH2:14][CH2:15][CH2:16]Cl)=[CH:5][C:4]=1[N:18]=[CH:19][N:20]([CH3:22])[CH3:21])#[N:2].[NH:23]1[CH2:28][CH2:27][CH2:26][CH2:25][CH2:24]1.C([O-])([O-])=O.[K+].[K+]>C(#N)C>[C:1]([C:3]1[CH2:8][C:7]([O:11][CH3:12])([O:9][CH3:10])[C:6]([O:13][CH2:14][CH2:15][CH2:16][N:23]2[CH2:28][CH2:27][CH2:26][CH2:25][CH2:24]2)=[CH:5][C:4]=1[N:18]=[CH:19][N:20]([CH3:22])[CH3:21])#[N:2] |f:2.3.4|. Procedure: N′-(2-cyano-4-methoxy-5-(3-chloropropoxy)4-methoxyphenyl)-N,N-dimethylimidoformamide (3 g, 10 mmol) in acetonitrile (50 ml) was reacted with piperidine (10 ml, 100 mmol) in presence of KI (300 mg, 1.8 mmol) and K2CO3 (2.1 g, 0.015 mmol) at 75° C. under argon for 3 hours. The solvent was evaporated, and the residue purified by silica gel chromatography, Eluant CH2Cl2/MeOH, NH3 3N 95/5 to give title compound (3.48 g, 100%). Run at time 4.5 hour. The reactants are C1(CCCCC1)NC=1C(=CC(=CC1)CN1CCCCC1)N (N1-cyclohexyl-4-(piperidin-1-ylmethyl)benzene-1,2-diamine), N#CBr (cyanogen bromide). Reaction SMILES: [CH:1]1([NH:7][C:8]2[C:9]([NH2:21])=[CH:10][C:11]([CH2:14][N:15]3[CH2:20][CH2:19][CH2:18][CH2:17][CH2:16]3)=[CH:12][CH:13]=2)[CH2:6][CH2:5][CH2:4][CH2:3][CH2:2]1.[N:22]#[C:23]Br>CO.C(#N)C.O>[CH:1]1([N:7]2[C:8]3[CH:13]=[CH:12][C:11]([CH2:14][N:15]4[CH2:16][CH2:17][CH2:18][CH2:19][CH2:20]4)=[CH:10][C:9]=3[N:21]=[C:23]2[NH2:22])[CH2:2][CH2:3][CH2:4][CH2:5][CH2:6]1. Reported procedure: N1-cyclohexyl-4-(piperidin-1-ylmethyl)benzene-1,2-diamine from step3 in methanol (200 mL) was added to a mixture of 5 M cyanogen bromide in acetonitrile (3.2 mL) and water (100 mL) dropwise over 1 hr with stirring. After 4.5 hr total reaction time, the mixture was evaporated to dryness. The residue was purified by preparative HPLC chromatography to yield 2.23 g of the title compound as the bis-TFA salt. Yields the product C1(CCCCC1)N1C(=NC2=C1C=CC(=C2)CN2CCCCC2)N (1-cyclohexyl-5-(piperidin-1-ylmethyl)-1H-benzo[d]imidazol-2-amine). The solvent is CO (methanol), C(C)#N (acetonitrile), O (water). The reactants are C(CCC)[Li] (n-Butyl lithium), ClC1=C(C(=CC=C1)F)C1=NN(C(=N1)C=1SC(=C(C1C)Br)Br)C (3-(2-chloro-6-fluorophenyl)-5-(3-methyl-4,5-dibromothien-2-yl) 1-methyl [1,2,4] triazole), O (water). The solvent is C1CCOC1 (THF). Reaction conditions: temperature 25 celsius, time 1 hour. Product: ClC1=C(C(=CC=C1)F)C1=NN(C(=N1)C=1SC=C(C1C)Br)C (3-(2-chloro-6-fluorophenyl)-5-(3-methyl-4-bromothien-2-yl) 1-methyl [1,2,4] triazole). The yield is 86.0%. As a reaction SMILES: C([Li])CCC.[Cl:6][C:7]1[CH:12]=[CH:11][CH:10]=[C:9]([F:13])[C:8]=1[C:14]1[N:18]=[C:17]([C:19]2[S:20][C:21](Br)=[C:22]([Br:25])[C:23]=2[CH3:24])[N:16]([CH3:27])[N:15]=1.O>C1COCC1>[Cl:6][C:7]1[CH:12]=[CH:11][CH:10]=[C:9]([F:13])[C:8]=1[C:14]1[N:18]=[C:17]([C:19]2[S:20][CH:21]=[C:22]([Br:25])[C:23]=2[CH3:24])[N:16]([CH3:27])[N:15]=1. Procedure: n-Butyl lithium (6.04 mL, 2.5 mmol) was slowly added over a 15 min period to 3-(2-chloro-6-fluorophenyl)-5-(3-methyl-4,5-dibromothien-2-yl) 1-methyl [1,2,4] triazole (7.0 g) in THF (100 mL) at −70° C. under a nitrogen atmosphere and stirred for 1.0 h. After the addition of the distilled water, the reaction was allowed to warm to 25° C. The reaction mixture was extracted with diethyl ether (3×100 mL). The combined ether extracts was washed with water, dried over anhydrous sodium sulfate, filtered... Starting materials: chondroitin sulfate, sodium carboxymethyl cellulose, O=C1C(O)=C(O)[C@H](O1)[C@@H](O)CO (ascorbic acid), [Na] (sodium). The solvent is O (water), O (water). Yields the product [Na].O=C1C(O)=C(O)[C@H](O1)[C@@H](O)CO (ascorbic acid sodium salt), chondroitin sulfate. Isolated yield 10.0%. RXN SMILES: [O:1]=[C:2]1[O:8][C@H:7]([C@H:9]([CH2:11][OH:12])[OH:10])[C:5]([OH:6])=[C:3]1[OH:4].[Na:13]>O>[Na:13].[O:1]=[C:2]1[O:8][C@H:7]([C@H:9]([CH2:11][OH:12])[OH:10])[C:5]([OH:6])=[C:3]1[OH:4] |f:3.4,^1:12,14|. Procedure: A first solution is prepared containing high bloom bone gelatin, sodium carboxymethyl cellulose and ascorbic acid (from the sodium salt) in water for injection. A second water for injection solution of chondroitin sulfate is prepared, and the two solutions are combined to yield a solution having a total solids concentration of 2%, and such that on drying the solution yields a gelatin concentration of 79%, sodium carboxymethyl cellulose 10%, ascorbic acid sodium salt 1% and chondroitin sulfate 10... Reactants: [OH-].[NH4+] (ammonium hydroxide), OC1=C(C(=C(C=O)C=C1)[N+](=O)[O-])OC (4-Hydroxy-3-methoxy-2-nitrobenzaldehyde), II (iodine). Run in C1CCOC1 (THF). Conditions: time 2 day. Product: OC1=C(C(=C(C#N)C=C1)[N+](=O)[O-])OC (4-hydroxy-3-methoxy-2-nitrobenzonitrile). Yield: 84.0%. RXN SMILES: [OH:1][C:2]1[CH:9]=[CH:8][C:5]([CH:6]=O)=[C:4]([N+:10]([O-:12])=[O:11])[C:3]=1[O:13][CH3:14].[OH-].[NH4+:16].II>C1COCC1>[OH:1][C:2]1[CH:9]=[CH:8][C:5]([C:6]#[N:16])=[C:4]([N+:10]([O-:12])=[O:11])[C:3]=1[O:13][CH3:14] |f:1.2|. Procedure details: 4-Hydroxy-3-methoxy-2-nitrobenzaldehyde (200 g, 1.01 mol) was dissolved in THF (2.5 L) and then ammonium hydroxide (2.5 L) was added followed by iodine (464 g, 1.8 mol). The resulting mixture was allowed to stir for 2 days at which time it was concentrated under reduced pressure. The residue was acidified with HCl (2 N) and extracted into diethyl ether. The organic layer was washed with brine and dried (sodium sulfate) and concentrated under reduced pressure. The residue was washed with diethyl ... The reactants are C(C)(C)C1=CNC2=CC=C(C=C12)OC1=C(C=C(C=C1C)NC(CC(=O)OC)=O)C (methyl 3-({4-[(3-isopropyl-1H-indol-5-yl)oxy]-3,5-dimethylphenyl}amino)-3-oxo-propanoate), [OH-].[Na+] (sodium hydroxide). Run in C(C)O (ethanol). Product: C(C)(C)C1=CNC2=CC=C(C=C12)OC1=C(C=C(C=C1C)NC(CC(=O)O)=O)C (3-({4-[(3-isopropyl-1H-indol-5-yl)oxy]-3,5-dimethylphenyl}amino)-3-oxopropanoic acid). The yield is 47.7%. Reaction SMILES: [CH:1]([C:4]1[C:12]2[C:7](=[CH:8][CH:9]=[C:10]([O:13][C:14]3[C:19]([CH3:20])=[CH:18][C:17]([NH:21][C:22](=[O:28])[CH2:23][C:24]([O:26]C)=[O:25])=[CH:16][C:15]=3[CH3:29])[CH:11]=2)[NH:6][CH:5]=1)([CH3:3])[CH3:2].[OH-].[Na+]>C(O)C>[CH:1]([C:4]1[C:12]2[C:7](=[CH:8][CH:9]=[C:10]([O:13][C:14]3[C:19]([CH3:20])=[CH:18][C:17]([NH:21][C:22](=[O:28])[CH2:23][C:24]([OH:26])=[O:25])=[CH:16][C:15]=3[CH3:29])[CH:11]=2)[NH:6][CH:5]=1)([CH3:3])[CH3:2] |f:1.2|. Procedure: 50 mg of methyl 3-({4-[(3-isopropyl-1H-indol-5-yl)oxy]-3,5-dimethyl-phenyl}-amino)-3-oxo-propanoate (Example 1) are stirred in 2 ml of ethanol with 30 mg of sodium hydroxide for 30 minutes. The solvent is removed in vacuo. The mixture is taken up in ether/water, the organic phase is dried and the solvent is removed in vacuo. 23 mg (46%) of 3-({4-[(3-isopropyl-1H-indol-5-yl)oxy]-3,5-dimethylphenyl}amino)-3-oxopropanoic acid are obtained. Reactants: C(#N)C=CC=1C=C(C(=O)OCC)C=CC1 (ethyl 3-(2-cyanovinyl)benzoate). The reagents and catalysts are [Pd] (palladium). Run in CO (methanol). Reaction conditions: time 10 hour. Yields the product C(#N)CCC=1C=C(C(=O)OCC)C=CC1 (ethyl 3-(2-cyanoethyl)benzoate). Yield: 83.9%. Reaction SMILES: [C:1]([CH:3]=[CH:4][C:5]1[CH:6]=[C:7]([CH:13]=[CH:14][CH:15]=1)[C:8]([O:10][CH2:11][CH3:12])=[O:9])#[N:2]>CO.[Pd]>[C:1]([CH2:3][CH2:4][C:5]1[CH:6]=[C:7]([CH:13]=[CH:14][CH:15]=1)[C:8]([O:10][CH2:11][CH3:12])=[O:9])#[N:2]. Reported procedure: To a solution of ethyl 3-(2-cyanovinyl)benzoate (800 mg, 4.0 mmol) in methanol (30 ml) was added cautiously 10% palladium/C and the mixture was stirred at 3 atm. for 10 hours under a hydrogen atmosphere. After the mixture was filtered to remove a solid, the filtrate was evaporated to yield ethyl 3-(2-cyanoethyl)benzoate (682 mg, 84%) as a colorless oil. Reactants: C(C=CC)N1C(=C(C=2C1=C(N=NC2)Cl)C)C (1-(2-butenyl)-7-chloro-2,3-dimethylpyrrolo[2,3-d]pyridazine), FC1=CC=C(CO)C=C1 (4-fluorobenzyl alcohol). Yields the product C(C=CC)N1C(=C(C=2C1=C(N=NC2)OCC2=CC=C(C=C2)F)C)C (1-(2-Butenyl)-7-(4-fluorobenzyloxy)-2,3-dimethylpyrrolo[2,3-d]pyridazine). Yield: 59.3%. RXN SMILES: [CH2:1]([N:5]1[C:9]2=[C:10](Cl)[N:11]=[N:12][CH:13]=[C:8]2[C:7]([CH3:15])=[C:6]1[CH3:16])[CH:2]=[CH:3][CH3:4].[F:17][C:18]1[CH:25]=[CH:24][C:21]([CH2:22][OH:23])=[CH:20][CH:19]=1>>[CH2:1]([N:5]1[C:9]2=[C:10]([O:23][CH2:22][C:21]3[CH:24]=[CH:25][C:18]([F:17])=[CH:19][CH:20]=3)[N:11]=[N:12][CH:13]=[C:8]2[C:7]([CH3:15])=[C:6]1[CH3:16])[CH:2]=[CH:3][CH3:4]. Reported procedure: The title compound (cis/trans=98/2) was prepared as pale brown crystals in 59.3% yield in a similar procedure to that described in. Example 1 by using 1-(2-butenyl)-7-chloro-2,3-dimethylpyrrolo[2,3-d]pyridazine (cis/trans=94/6) and 4-fluorobenzyl alcohol. Reactants: COc1ccc(C(c2ccc(O)c(C)c2)C2CCCc3ccccc32)cc1, CC(C)=O, ClCCN1CCCCC1, Cl, [K+], [K+], O=C([O-])[O-]. Product: COc1ccc(C(c2ccc(OCCN3CCCC3)c(C)c2)C2CCCc3ccccc32)cc1. RXN SMILES: [CH3:1][O:2][c:3]1[cH:4][cH:5][c:6]([CH:9]([CH:10]2[CH2:11][CH2:12][CH2:13][c:14]3[cH:15][cH:16][cH:17][cH:18][c:19]32)[c:20]2[cH:21][c:22]([CH3:27])[c:23]([OH:26])[cH:24][cH:25]2)[cH:7][cH:8]1.[CH3:44][C:45](=[O:46])[CH3:47].[Cl:35][CH2:36][CH2:37][N:38]1[CH2:39][CH2:40][CH2:41][CH2:42][CH2:43]1.[ClH:34].[K+:28].[K+:29].[O-:30][C:31]([O-:32])=[O:33]>>[CH3:1][O:2][c:3]1[cH:4][cH:5][c:6]([CH:9]([CH:10]2[CH2:11][CH2:12][CH2:13][c:14]3[cH:15][cH:16][cH:17][cH:18][c:19]32)[c:20]2[cH:21][c:22]([CH3:27])[c:23]([O:26][CH2:42][CH2:43][N:38]3[CH2:37][CH2:41][CH2:40][CH2:39]3)[cH:24][cH:25]2)[cH:7][cH:8]1.